This data is from the Open Reaction Database (ORD), a public repository of structured organic reaction records. The task is: describe an organic reaction: reactants, conditions, products, and yield Reactants: ClC=1C=C(C=CC1)C(CC)=O (m-chloropropiophenone), COC(N(C)C)OC (N,N-dimethylformamide dimethyl acetal). Product: ClC=1C=C(C=CC1)C(C(=CN(C)C)C)=O (3'-chloro-3-dimethylamino-2-methylacrylophenone). As a reaction SMILES: [Cl:1][C:2]1[CH:3]=[C:4]([C:8](=[O:11])[CH2:9][CH3:10])[CH:5]=[CH:6][CH:7]=1.CO[CH:14](OC)[N:15]([CH3:17])[CH3:16]>>[Cl:1][C:2]1[CH:3]=[C:4]([C:8](=[O:11])[C:9]([CH3:10])=[CH:14][N:15]([CH3:16])[CH3:17])[CH:5]=[CH:6][CH:7]=1. Procedure: A mixture of 75.0 g of m-chloropropiophenone and 200 ml of N,N-dimethylformamide dimethyl acetal was stirred and heated at reflux for 16 hours. The mixture was evaporated in vacuo to give a black oil. The oil was subjected to Kugelrohr distillation at 0.5 mm of mercury and the fraction that boils at 110° C. was removed. The residue from the distillation was collected to give 35.0 g of 3'-chloro-3-dimethylamino-2-methylacrylophenone as a black oil.